This data is from the Open Reaction Database (ORD), a public repository of structured organic reaction records. The task is: describe an organic reaction: reactants, conditions, products, and yield Starting materials: BrC1=CC=CC(=N1)C1=NC(=CC=C1)C1=C(C=C(C=C1)C)O (6-bromo-6′-(2-hydroxy-4-methylphenyl)-2,2′-bipyridine), OC1=C(C=C(C=C1)OC)B(O)O (2-hydroxy-5-methoxyphenylboronic acid). The product is OC1=C(C=C(C=C1)OC)C1=CC=CC(=N1)C1=NC(=CC=C1)C1=C(C=C(C=C1)C)O (6-(2-Hydroxy-5-methoxyphenyl)-6′-(2-hydroxy-4-methylphenyl)-2,2′-bipyridine). Isolated yield 28.0%. As a reaction SMILES: Br[C:2]1[N:7]=[C:6]([C:8]2[CH:13]=[CH:12][CH:11]=[C:10]([C:14]3[CH:19]=[CH:18][C:17]([CH3:20])=[CH:16][C:15]=3[OH:21])[N:9]=2)[CH:5]=[CH:4][CH:3]=1.[OH:22][C:23]1[CH:28]=[CH:27][C:26]([O:29][CH3:30])=[CH:25][C:24]=1B(O)O>>[OH:22][C:23]1[CH:28]=[CH:27][C:26]([O:29][CH3:30])=[CH:25][C:24]=1[C:2]1[N:7]=[C:6]([C:8]2[CH:13]=[CH:12][CH:11]=[C:10]([C:14]3[CH:19]=[CH:18][C:17]([CH3:20])=[CH:16][C:15]=3[OH:21])[N:9]=2)[CH:5]=[CH:4][CH:3]=1. Procedure details: 6-(2-Hydroxy-5-methoxyphenyl)-6′-(2-hydroxy-4-methylphenyl)-2,2′-bipyridine was prepared from 6-bromo-6′-(2-hydroxy-4-methylphenyl)-2,2′-bipyridine and 2-hydroxy-5-methoxyphenylboronic acid in 28% yield using method F; δH [2H6]-DMSO 13.70,(1H, b), 12.57,(1H, b), 8.38,(1H, d), 8.31,(1H, 8,25-8.17,(2H, m), 8.12,(1H, d), 8.02,(1H, d), 7.65,(1H, d), 7.00,(1H, dd), 6.94,(1H, d), 6.82,(2H, m), 3.82,(3H, s), 2.33,(3H, s); MS 385 (MH)+; HPLC retention time (system 1) 4.28 minutes. Starting materials: COC(C(CC1=CC(=C(C(=C1)Br)O)Br)NC(=O)OC(C)(C)C)=O (Methyl-2-tert-butoxycarbonylamino-3-(3,5-dibromo-4-hydroxyphenyl)propionate), ClCC1=NOC(=C1)C (3-chloromethyl-5-methylisoxazole). The product is NC(C(=O)O)CC1=CC(=C(C(=C1)Br)OCC1=NOC(=C1)C)Br (2-amino-3-[3,5-dibromo-4-(5-methylisoxazol-3-ylmethoxy)phenyl]propionic acid). Isolated yield 22.0%. As a reaction SMILES: C[O:2][C:3](=[O:23])[CH:4]([NH:15]C(OC(C)(C)C)=O)[CH2:5][C:6]1[CH:11]=[C:10]([Br:12])[C:9]([OH:13])=[C:8]([Br:14])[CH:7]=1.Cl[CH2:25][C:26]1[CH:30]=[C:29]([CH3:31])[O:28][N:27]=1>>[NH2:15][CH:4]([CH2:5][C:6]1[CH:7]=[C:8]([Br:14])[C:9]([O:13][CH2:25][C:26]2[CH:30]=[C:29]([CH3:31])[O:28][N:27]=2)=[C:10]([Br:12])[CH:11]=1)[C:3]([OH:2])=[O:23]. Procedure details: Methyl-2-tert-butoxycarbonylamino-3-(3,5-dibromo-4-hydroxyphenyl)propionate (0.035 mmol) was coupled with 3-chloromethyl-5-methylisoxazole and hydrolyzed using the method described in “General procedure for the preparation of Examples 8-22”. This gave 22% yield of 2-amino-3-[3,5-dibromo-4-(5-methylisoxazol-3-ylmethoxy)phenyl]propionic acid. LC/MS (electrospray): m/z 433 (M−1). Starting materials: Brc1ccc(Br)nc1, OC1CCN(c2ccncc2)C1. The product is Brc1ccc(OC2CCN(c3ccncc3)C2)nc1. As a reaction SMILES: [Br:13][c:14]1[n:15][cH:16][c:17]([Br:20])[cH:18][cH:19]1.[n:1]1[cH:2][cH:3][c:4]([N:7]2[CH2:8][CH:9]([OH:12])[CH2:10][CH2:11]2)[cH:5][cH:6]1>>[n:1]1[cH:2][cH:3][c:4]([N:7]2[CH2:8][CH:9]([O:12][c:14]3[n:15][cH:16][c:17]([Br:20])[cH:18][cH:19]3)[CH2:10][CH2:11]2)[cH:5][cH:6]1. Reactants: [N+](=O)([O-])C1=CC=C(C(=O)N2C(CCCCC2)=O)C=C1 (N-(4-nitrobenzoyl)caprolactam), ClC1=CC=C(C(=O)Cl)C=C1 (4-chlorobenzoylchloride). Product: ClC1=CC=C(C(=O)N2C(CCCCC2)=O)C=C1 (N-(4-chlorobenzoyl)caprolactam). Reaction SMILES: [N+]([C:4]1[CH:19]=[CH:18][C:7]([C:8]([N:10]2[CH2:16][CH2:15][CH2:14][CH2:13][CH2:12][C:11]2=[O:17])=[O:9])=[CH:6][CH:5]=1)([O-])=O.[Cl:20]C1C=CC(C(Cl)=O)=CC=1>>[Cl:20][C:4]1[CH:19]=[CH:18][C:7]([C:8]([N:10]2[CH2:16][CH2:15][CH2:14][CH2:13][CH2:12][C:11]2=[O:17])=[O:9])=[CH:6][CH:5]=1. Procedure details: Synthesized as for N-(4-nitrobenzoyl)caprolactam (Example XXIII) using 4-chlorobenzoylchloride (Aldrich) in place of 4-nitrobenzoyl chloride. The yield is 89.3%. The product is FC1=NC(=CC2=C1OC1=CC=C(C=C1C21COCC(=N1)N)C=1C(=NC=CC1)F)OCC(C)(C)C (1-fluoro-7-(2-fluoropyridin-3-yl)-3-(neopentyloxy)-2′,6′-dihydrospiro[chromeno[2,3-c]pyridine-5,3′-[1,4]oxazin]-5′-amine). Reactants: BrC=1C=C2C(=CC1)OC=1C(=NC(=CC1C21COCC(=N1)N)OCC(C)(C)C)F (7-bromo-1-fluoro-3-(neopentyloxy)-2′,6′-dihydrospiro[chromeno[2,3-c]pyridine-5,3′-[1,4]oxazin]-5′-amine), FC1=NC=CC=C1B(O)O (2-fluoropyridin-3-ylboronic acid), bis[di-tert-butyl(4-dimethylaminophenyl)phosphine]dichloropalladium(II), P(=O)([O-])([O-])[O-].[K+].[K+].[K+] (potassium phosphate). Procedure: A sealable vial was charged with 7-bromo-1-fluoro-3-(neopentyloxy)-2′,6′-dihydrospiro[chromeno[2,3-c]pyridine-5,3′-[1,4]oxazin]-5′-amine (200 mg, 0.444 mmol), 2-fluoropyridin-3-ylboronic acid (125 mg, 0.888 mmol), bis[di-tert-butyl(4-dimethylaminophenyl)phosphine]dichloropalladium(II) (31.4 mg, 0.044 mmol) and potassium phosphate (283 mg, 1.332 mmol). The vial was evacuated and backfilled with nitrogen (procedure was repeated twice). Dioxane (3 mL) and water (1 mL) were added and the reaction mi... Reaction SMILES: Br[C:2]1[CH:3]=[C:4]2[C:15]3([N:20]=[C:19]([NH2:21])[CH2:18][O:17][CH2:16]3)[C:14]3[CH:13]=[C:12]([O:22][CH2:23][C:24]([CH3:27])([CH3:26])[CH3:25])[N:11]=[C:10]([F:28])[C:9]=3[O:8][C:5]2=[CH:6][CH:7]=1.[F:29][C:30]1[C:35](B(O)O)=[CH:34][CH:33]=[CH:32][N:31]=1.P([O-])([O-])([O-])=O.[K+].[K+].[K+]>>[F:28][C:10]1[C:9]2[O:8][C:5]3[C:4]([C:15]4([N:20]=[C:19]([NH2:21])[CH2:18][O:17][CH2:16]4)[C:14]=2[CH:13]=[C:12]([O:22][CH2:23][C:24]([CH3:26])([CH3:27])[CH3:25])[N:11]=1)=[CH:3][C:2]([C:35]1[C:30]([F:29])=[N:31][CH:32]=[CH:33][CH:34]=1)=[CH:7][CH:6]=3 |f:2.3.4.5|.